This data is from the Open Reaction Database (ORD), a public repository of structured organic reaction records. The task is: describe an organic reaction: reactants, conditions, products, and yield The reactants are O (water), C(C1=CC=CC=C1)O (benzyl alcohol), O.C1(=CC=C(C=C1)S(=O)(=O)O)C (p-toluenesulfonic acid monohydrate), N[C@@H]([C@H](O)C)C(=O)O (L-threonine). Solvent: C1(=CC=CC=C1)C (toluene). The product is N[C@@H]([C@H](O)C)C(=O)OCC1=CC=CC=C1 (Benzyl L-threoninate). Yield: 28.5%. RXN SMILES: [NH2:1][C@H:2]([C:6]([OH:8])=[O:7])[C@@H:3]([CH3:5])[OH:4].[CH2:9](O)[C:10]1[CH:15]=[CH:14][CH:13]=[CH:12][CH:11]=1.O.C1(C)C=CC(S(O)(=O)=O)=CC=1.O>C1(C)C=CC=CC=1>[NH2:1][C@H:2]([C:6]([O:8][CH2:9][C:10]1[CH:15]=[CH:14][CH:13]=[CH:12][CH:11]=1)=[O:7])[C@@H:3]([CH3:5])[OH:4] |f:2.3|. Procedure: L-threonine 21.2 g (178 mmol) was dissolved in toluene (100 mL), and benzyl alcohol (100 mL, 966 mmol) and p-toluenesulfonic acid monohydrate (35.0 g, 194 mmol) were added, followed by heating to reflux for 17 hours under nitrogen atmosphere. After cooling to room temperature, water (200 mL) was added, followed by washing three times with ethyl acetate (100 mL). To the aqueous layer, a saturated aqueous sodium hydrogencarbonate solution was added, and extraction was carried out three times with ...